This data is from the Open Reaction Database (ORD), a public repository of structured organic reaction records. The task is: describe an organic reaction: reactants, conditions, products, and yield Reactants: O (water), FC1=CC=C2C=CNC2=C1 (6-fluoroindole), ClC(C(=O)Cl)(Cl)Cl (trichloroacetyl chloride), N1=CC=CC=C1 (pyridine). Solvent: O1CCOCC1 (1,4-dioxane). Run at temperature 20 celsius, time 20 hour. Product: FC1=CC=C2C(=CNC2=C1)C(C(Cl)(Cl)Cl)=O (6-fluoro-3-trichloroacetyl-1H-indole). Isolated yield 55.2%. RXN SMILES: [F:1][C:2]1[CH:10]=[C:9]2[C:5]([CH:6]=[CH:7][NH:8]2)=[CH:4][CH:3]=1.[Cl:11][C:12]([Cl:17])([Cl:16])[C:13](Cl)=[O:14].N1C=CC=CC=1.O>O1CCOCC1>[F:1][C:2]1[CH:10]=[C:9]2[C:5]([C:6]([C:13](=[O:14])[C:12]([Cl:17])([Cl:16])[Cl:11])=[CH:7][NH:8]2)=[CH:4][CH:3]=1. Reported procedure: 4.37 g (32.32 mmol) of 6-fluoroindole are added at a temperature in the region of 20° C. under an argon atmosphere to a solution of 4 cm3 (35.55 mmol) of trichloroacetyl chloride in 44.5 cm3 of 1,4-dioxane and 2.9 cm3 (35.55 mmol) of pyridine. After stirring at a temperature in the region of 20° C. for 20 hours, the reaction mixture is poured into 125 cm3 of demineralised water. The precipitate which appears is isolated by filtration, washed with 3 times 20 cm3 of water and then dried at 40° C. ... Starting materials: [Br-], C1CCOC1, C[Mg+], COC(=O)c1ccc(C=O)c(OC)c1, [Cl-], [NH4+]. The product is COC(=O)c1ccc(C(C)O)c(OC)c1. As a reaction SMILES: [Br-:15].[CH2:20]1[O:21][CH2:22][CH2:23][CH2:24]1.[CH3:16][Mg+:17].[CH:1](=[O:2])[c:3]1[c:4]([O:13][CH3:14])[cH:5][c:6]([C:7](=[O:8])[O:9][CH3:10])[cH:11][cH:12]1.[Cl-:18].[NH4+:19]>>[CH:1]([OH:2])([c:3]1[c:4]([O:13][CH3:14])[cH:5][c:6]([C:7](=[O:8])[O:9][CH3:10])[cH:11][cH:12]1)[CH3:16].